This data is from the Open Reaction Database (ORD), a public repository of structured organic reaction records. The task is: describe an organic reaction: reactants, conditions, products, and yield Reactants: [Ag+], COc1ccc(CN2OCC3CC(O)CC32c2ccc(F)c(Br)c2)cc1, ClCCl, O=S(=O)([O-])C(F)(F)F, CC(C)I. The product is COc1ccc(CN2OCC3CC(OC(C)C)CC32c2ccc(F)c(Br)c2)cc1. Reaction SMILES: [Ag+:42].[Br:1][c:2]1[cH:3][c:4]([C:9]23[N:10]([CH2:18][c:19]4[cH:20][cH:21][c:22]([O:25][CH3:26])[cH:23][cH:24]4)[O:11][CH2:12][CH:13]2[CH2:14][CH:15]([OH:17])[CH2:16]3)[cH:5][cH:6][c:7]1[F:8].[Cl:31][CH2:32][Cl:33].[F:34][C:35]([F:36])([F:37])[S:38]([O-:39])(=[O:40])=[O:41].[I:27][CH:28]([CH3:29])[CH3:30]>>[Br:1][c:2]1[cH:3][c:4]([C:9]23[N:10]([CH2:18][c:19]4[cH:20][cH:21][c:22]([O:25][CH3:26])[cH:23][cH:24]4)[O:11][CH2:12][CH:13]2[CH2:14][CH:15]([O:17][CH:28]([CH3:29])[CH3:30])[CH2:16]3)[cH:5][cH:6][c:7]1[F:8]. The reactants are Cl (hydrochloric acid), Cl (Hydrochloric acid), CN(S(=O)(=O)C1=CC2=C(SC3=C(C(C2)O)C=CC=C3)C=C1)C (10,11-dihydro-2-dimethylsulphamoyl-dibenzo[b,f]thiepin-10-ol), [Cl-].[Ca+2].[Cl-] (calcium chloride). Solvent: C1=CC=CC=C1 (benzene). Reaction conditions: time 20 hour. The product is ClC1CC2=C(SC3=C1C=CC=C3)C=CC(=C2)S(N(C)C)(=O)=O (10-chloro-10,11-dihydro-2-dimethylsulphamoyl-dibenzo[b,f]thiepin). RXN SMILES: [ClH:1].[CH3:2][N:3]([CH3:23])[S:4]([C:7]1[CH:22]=[CH:21][C:10]2[S:11][C:12]3[CH:20]=[CH:19][CH:18]=[CH:17][C:13]=3[CH:14](O)[CH2:15][C:9]=2[CH:8]=1)(=[O:6])=[O:5].[Cl-].[Ca+2].[Cl-]>C1C=CC=CC=1>[Cl:1][CH:14]1[C:13]2[CH:17]=[CH:18][CH:19]=[CH:20][C:12]=2[S:11][C:10]2[CH:21]=[CH:22][C:7]([S:4](=[O:6])(=[O:5])[N:3]([CH3:23])[CH3:2])=[CH:8][C:9]=2[CH2:15]1 |f:2.3.4|. Procedure details: Hydrochloric acid gas is introduced at 10° C for 2 hours into a mixture of 12 g of 10,11-dihydro-2-dimethylsulphamoyl-dibenzo[b,f]thiepin-10-ol, 250 ml of benzene and 20 g of calcium chloride. The mixture is then left to stand at room temperature for 20 hours. The excess hydrochloric acid is driven off by the introduction of nitrogen. The mixture is filtered and evaporated under reduced pressure. 10-chloro-10,11-dihydro-2-dimethylsulphamoyl-dibenzo[b,f]thiepin is obtained. Reactants: ClC1=CC=C(C=C1)N1N=C2C=C(C(=CC2=C1C(NC)=O)C1CC1)N(CCC1CN(C1)C(=O)OC(C)(C)C)S(=O)(=O)C (tert-butyl 3-(2-{[2-(4-chlorophenyl)-5-cyclopropyl-3-(methylcarbamoyl)-2H-indazol-6-yl](methylsulfonyl)amino}ethyl)azetidine-1-carboxylate), C(=O)(C(F)(F)F)O (TFA). Run in C(Cl)Cl (DCM). Reaction conditions: time 1 hour. Yields the product N1CC(C1)CCN(C=1C(=CC2=C(N(N=C2C1)C1=CC=C(C=C1)Cl)C(=O)NC)C1CC1)S(=O)(=O)C (6-{[2-(Azetidin-3-yl)ethyl](methylsulfonyl)amino}-2-(4-chlorophenyl)-5-cyclopropyl-N-methyl-2H-indazole-3-carboxamide). Yield: 43.8%. Reaction SMILES: [Cl:1][C:2]1[CH:7]=[CH:6][C:5]([N:8]2[C:16]([C:17](=[O:20])[NH:18][CH3:19])=[C:15]3[C:10]([CH:11]=[C:12]([N:24]([S:38]([CH3:41])(=[O:40])=[O:39])[CH2:25][CH2:26][CH:27]4[CH2:30][N:29](C(OC(C)(C)C)=O)[CH2:28]4)[C:13]([CH:21]4[CH2:23][CH2:22]4)=[CH:14]3)=[N:9]2)=[CH:4][CH:3]=1.C(O)(C(F)(F)F)=O>C(Cl)Cl>[NH:29]1[CH2:30][CH:27]([CH2:26][CH2:25][N:24]([S:38]([CH3:41])(=[O:40])=[O:39])[C:12]2[C:13]([CH:21]3[CH2:22][CH2:23]3)=[CH:14][C:15]3[C:10]([CH:11]=2)=[N:9][N:8]([C:5]2[CH:4]=[CH:3][C:2]([Cl:1])=[CH:7][CH:6]=2)[C:16]=3[C:17]([NH:18][CH3:19])=[O:20])[CH2:28]1. Procedure: To a solution of tert-butyl 3-(2-{[2-(4-chlorophenyl)-5-cyclopropyl-3-(methylcarbamoyl)-2H-indazol-6-yl](methylsulfonyl)amino}ethyl)azetidine-1-carboxylate (prepared by reacting 2-(4-chlorophenyl)-5-cyclopropyl-N-methyl-6-[(methylsulfonyl)amino]-2H-indazole-3-carboxamide with tert-butyl 3-(2-hydroxyethyl)azetidine-1-carboxylate), (25 mg, 0.04 mmol) in DCM (3 mL) was added TFA (1 mL) and the reaction stirred at ambient temperature. After 1 h, the reaction was concentrated in vacuo and the residue... Isolated yield 21.0%. The reagents and catalysts are C1(=CC=CC=C1)P(C1=CC=CC=C1)C1=CC=CC=C1.C1(=CC=CC=C1)P(C1=CC=CC=C1)C1=CC=CC=C1.C1(=CC=CC=C1)P(C1=CC=CC=C1)C1=CC=CC=C1.C1(=CC=CC=C1)P(C1=CC=CC=C1)C1=CC=CC=C1.[Pd] (palladium tetrakis(triphenylphosphine)). Yields the product BrC1=CC(=C(C=C1)C1=CC(=CC=C1)Cl)C (4-bromo-3′-chloro-2-methyl biphenyl). Reaction SMILES: O.[OH-].[Ba+2].[OH-].[Br:5][C:6]1[CH:11]=[CH:10][C:9](I)=[C:8]([CH3:13])[CH:7]=1.[Cl:14][C:15]1[CH:16]=[C:17](B(O)O)[CH:18]=[CH:19][CH:20]=1>O1CCOCC1.O.C1(P(C2C=CC=CC=2)C2C=CC=CC=2)C=CC=CC=1.C1(P(C2C=CC=CC=2)C2C=CC=CC=2)C=CC=CC=1.C1(P(C2C=CC=CC=2)C2C=CC=CC=2)C=CC=CC=1.C1(P(C2C=CC=CC=2)C2C=CC=CC=2)C=CC=CC=1.[Pd]>[Br:5][C:6]1[CH:11]=[CH:10][C:9]([C:19]2[CH:18]=[CH:17][CH:16]=[C:15]([Cl:14])[CH:20]=2)=[C:8]([CH3:13])[CH:7]=1 |f:0.1.2.3,8.9.10.11.12|. Run in O1CCOCC1 (dioxane), O (water). Starting materials: O.[OH-].[Ba+2].[OH-] (Barium hydroxide monohydrate), BrC1=CC(=C(C=C1)I)C (4-bromo-1-iodo-2-methylbenzene), ClC=1C=C(C=CC1)B(O)O (3-chlorophenyl boronic acid). Procedure: Barium hydroxide monohydrate (2.27 g, 2.0 equiv), 4-bromo-1-iodo-2-methylbenzene (0.94 mL, 1.1 equiv), 3-chlorophenyl boronic acid (0.94 g, 1.0 equiv), and palladium tetrakis(triphenylphosphine) (0.14 g, 0.02 equiv) were combined and stirred in dioxane (15 mL) and water (5 mL), heated at reflux for 2 hr and then allowed to cool to room temperature. The solution was concentrated and the residue dissolved in CH2Cl2, washed with water and brine and then dried over Na2SO4, filtered and concentrated....